Dataset: the Open Reaction Database (ORD), a public repository of structured organic reaction records. Task: describe an organic reaction: reactants, conditions, products, and yield Starting materials: C(C=C)NC=1C2=C(N=C(N1)Cl)C(=CS2)C(C)C (4-allylamino-2-chloro-7-isopropylthieno[3,2-d]pyrimidine), C(C=C)N (allylamine), C(O)([O-])=O.[Na+] (sodium hydrogen carbonate). The product is C(C=C)NC=1N=C(C2=C(N1)C(=CS2)C(C)C)NCC=C (2,4-Diallylamino-7-isopropylthieno[3,2-d]pyrimidine). Isolated yield 89.3%. As a reaction SMILES: [CH2:1]([NH:4][C:5]1[C:6]2[S:14][CH:13]=[C:12]([CH:15]([CH3:17])[CH3:16])[C:7]=2[N:8]=[C:9](Cl)[N:10]=1)[CH:2]=[CH2:3].[CH2:18]([NH2:21])[CH:19]=[CH2:20].C(=O)([O-])O.[Na+]>>[CH2:18]([NH:21][C:9]1[N:10]=[C:5]([NH:4][CH2:1][CH:2]=[CH2:3])[C:6]2[S:14][CH:13]=[C:12]([CH:15]([CH3:17])[CH3:16])[C:7]=2[N:8]=1)[CH:19]=[CH2:20] |f:2.3|. Procedure: 70 mg (0.26 mmol) of 4-allylamino-2-chloro-7-isopropylthieno[3,2-d]pyrimidine and 239 mg (4.2 mmol) of allylamine were heated in a sealed tube at 140° C. for 16 hours. After completion of the reaction, the reaction mixture was allowed to resume room temperature, followed by adding a saturated aqueous sodium hydrogen carbonate solution thereto and extraction with ethyl acetate (30 ml×2). After the organic layer was washed with brine and dried over anhydrous sodium sulfate, the solvent was distill... Starting materials: BrC=1C=CC(=C(C(=O)C2=NC=CC=C2)C1)NC=O (2-(5-bromo-2-formamidobenzoyl)pyridine), ( a ), O.NN (hydrazine hydrate). Solvent: CO (methanol). Reaction conditions: temperature 60 celsius, time 5 hour. Yields the product NN1C=NC2=CC=C(C=C2C1(C1=NC=CC=C1)O)Br (3-amino-6-bromo-4-hydroxy-4-(2-pyridyl)-3,4-dihydroquinazoline). As a reaction SMILES: [Br:1][C:2]1[CH:3]=[CH:4][C:5]([NH:16][CH:17]=O)=[C:6]([CH:15]=1)[C:7]([C:9]1[CH:14]=[CH:13][CH:12]=[CH:11][N:10]=1)=[O:8].O.[NH2:20][NH2:21]>CO>[NH2:20][N:21]1[C:7]([OH:8])([C:9]2[CH:14]=[CH:13][CH:12]=[CH:11][N:10]=2)[C:6]2[C:5](=[CH:4][CH:3]=[C:2]([Br:1])[CH:15]=2)[N:16]=[CH:17]1 |f:1.2|. Procedure: To a solution of 11.2 g. of the 2-(5-bromo-2-formamidobenzoyl)pyridine prepared in the experiment (a) in 50 ml. of methanol is added 10 ml. of hydrazine hydrate (100 %). The resulting mixture is heated at 60° C for several minutes and thereafter left to stand at room temperature for 5 hours. The resulting precipitate is collected by filtration and washed with methanol and ether and dried to give 3-amino-6-bromo-4-hydroxy-4-(2-pyridyl)-3,4-dihydroquinazoline as colorless granules melting at 185° ... Starting materials: [Br-], COC(C)(C)C, Cc1ccc(C(=O)C(Br)CCCl)cc1, CN(C)C=O, CCCC[N+](CCCC)(CCCC)CCCC, [Na+], [OH-], O, c1c[nH]cn1. The product is Cc1ccc(C(=O)C2(n3ccnc3)CC2)cc1. Reaction SMILES: [Br-:28].[C:46]([O:47][CH3:48])([CH3:49])([CH3:50])[CH3:51].[CH3:1][c:2]1[cH:3][cH:4][c:5]([C:8](=[O:9])[CH:10]([CH2:11][CH2:12][Cl:14])[Br:13])[cH:6][cH:7]1.[CH3:23][N:24]([CH3:25])[CH:26]=[O:27].[CH3:29][CH2:30][CH2:31][CH2:32][N+:33]([CH2:34][CH2:35][CH2:36][CH3:37])([CH2:38][CH2:39][CH2:40][CH3:41])[CH2:42][CH2:43][CH2:44][CH3:45].[Na+:22].[OH-:21].[OH2:20].[nH:15]1[cH:16][n:17][cH:18][cH:19]1>>[CH3:1][c:2]1[cH:3][cH:4][c:5]([C:8](=[O:9])[C:10]2([n:15]3[cH:16][n:17][cH:18][cH:19]3)[CH2:11][CH2:12]2)[cH:6][cH:7]1. Reactants: compound, C(C)(=O)NC1=C2C(CCSC2=C(C=C1)Cl)=O (5-Acetylamino-8-chloro-4-thiochromanone), C(C)(=O)NC1=C2C(CCSC2=C(C=C1)C)=O (5-acetylamino-8-methyl-4-thiochromanone). Product: C(C)(=O)NC1CSC2=C(C=CC(=C2C1=O)NC(C)=O)Cl (3,5-Diacetylamino-8-chloro-4-thiochromanone). RXN SMILES: [C:1]([NH:4][C:5]1[CH:14]=[CH:13][C:12]([Cl:15])=[C:11]2[C:6]=1[C:7](=[O:16])[CH2:8][CH2:9][S:10]2)(=[O:3])[CH3:2].[C:17]([NH:20]C1C=CC(C)=C2C=1C(=O)CCS2)(=[O:19])[CH3:18]>>[C:17]([NH:20][CH:8]1[C:7](=[O:16])[C:6]2[C:11](=[C:12]([Cl:15])[CH:13]=[CH:14][C:5]=2[NH:4][C:1](=[O:3])[CH3:2])[S:10][CH2:9]1)(=[O:19])[CH3:18]. Procedure: The reaction was carried out in the same manner as in Example 12-(1), except that 477 mg of the compound prepared in (1) above was used instead of 5-acetylamino-8-methyl-4-thiochromanone of Example 12-(1). The reaction product was post-treated to produce 171 mg of the title compound. Starting materials: CC1=C(CO)C(=CC=C1)C (2,6-Dimethylbenzyl alcohol), N(=NC(=O)OC(C)C)C(=O)OC(C)C (diisopropyl azodicarboxylate), OC=1C=C(C=CC1)C(C#N)(C)C (2-(3-hydroxyphenyl)-2-methylpropanenitrile), C1(=CC=CC=C1)P(C1=CC=CC=C1)C1=CC=CC=C1 (triphenylphosphine). Solvent: C1CCOC1 (THF), C1CCOC1 (THF), CCOCC (ether). Conditions: time 16 hour. The product is CC1=C(COC=2C=C(C=CC2)C(C#N)(C)C)C(=CC=C1)C (2-(3-(2,6-Dimethylbenzyloxy)phenyl)-2-methylpropanenitrile). RXN SMILES: [CH3:1][C:2]1[CH:9]=[CH:8][CH:7]=[C:6]([CH3:10])[C:3]=1[CH2:4][OH:5].N(C(OC(C)C)=O)=NC(OC(C)C)=O.O[C:26]1[CH:27]=[C:28]([C:32]([CH3:36])([CH3:35])[C:33]#[N:34])[CH:29]=[CH:30][CH:31]=1.C1(P(C2C=CC=CC=2)C2C=CC=CC=2)C=CC=CC=1>C1COCC1.CCOCC>[CH3:1][C:2]1[CH:9]=[CH:8][CH:7]=[C:6]([CH3:10])[C:3]=1[CH2:4][O:5][C:26]1[CH:27]=[C:28]([C:32]([CH3:36])([CH3:35])[C:33]#[N:34])[CH:29]=[CH:30][CH:31]=1. Reported procedure: A solution of 2,6-Dimethylbenzyl alcohol (2.76 g, 20.3 mmol) and diisopropyl azodicarboxylate (DIAD, 4.7 g, 23.2 mmol) in THF (20 ml) was added drop wise to a solution of 2-(3-hydroxyphenyl)-2-methylpropanenitrile (Step B, 3.2 g, 19.8 mmol) and triphenylphosphine (5.28 g, 20.1 mmol) in THF (50 ml) at 0° C. under argon. The reaction mixture was stirred at the same temperature for 16 hours, diluted with ether and washed with water. The organic layer was dried over Na2SO4, filtered, concentrated, a... Yields the product CCOP(=O)(CCCCCCN1C(=O)c2ccccc2C1=O)NC1CCCN(CC(=O)O)C1=O. Reactants: CCOP(=O)(Cl)CCCCCCN1C(=O)c2ccccc2C1=O, NC1CCCN(CC(=O)O)C1=O. RXN SMILES: [CH2:1]([CH3:2])[O:3][P:4](=[O:5])([CH2:6][CH2:7][CH2:8][CH2:9][CH2:10][CH2:11][N:12]1[C:13](=[O:22])[c:14]2[c:15]([cH:18][cH:19][cH:20][cH:21]2)[C:16]1=[O:17])[Cl:23].[NH2:24][CH:25]1[C:26](=[O:35])[N:27]([CH2:31][C:32](=[O:33])[OH:34])[CH2:28][CH2:29][CH2:30]1>>[CH2:1]([CH3:2])[O:3][P:4](=[O:5])([CH2:6][CH2:7][CH2:8][CH2:9][CH2:10][CH2:11][N:12]1[C:13](=[O:22])[c:14]2[c:15]([cH:18][cH:19][cH:20][cH:21]2)[C:16]1=[O:17])[NH:24][CH:25]1[C:26](=[O:35])[N:27]([CH2:31][C:32](=[O:33])[OH:34])[CH2:28][CH2:29][CH2:30]1. The reactants are ClC1=CC=C(C=C1)C1(OC1)C(=CC1=C(C=CC=C1)Cl)C (2-(4-chlorophenyl)-2-(1-methyl-2-[2-chlorophenyl]-ethenyl)-oxirane), CN1C(CCC1)=O (N-methylpyrrolidone), O (water), [OH-].[Na+] (sodium hydroxide), N1N=NC=C1 (triazole), CN1C(CCC1)=O (N-methylpyrrolidone). Conditions: temperature 50 celsius. Product: N1(N=CN=C1)CC(C(=CC1=C(C=CC=C1)Cl)C)(O)C1=CC=C(C=C1)Cl (1-(1,2,4-triazol-1-ylmethyl)-1-(4-chlorophenyl)-2-methyl-3-(2-chlorophenyl)-propenol). Yield: 95.0%. As a reaction SMILES: [OH-].[Na+].N1C=[CH:6][N:5]=[N:4]1.[Cl:8][C:9]1[CH:14]=[CH:13][C:12]([C:15]2([C:18]([CH3:27])=[CH:19][C:20]3[CH:25]=[CH:24][CH:23]=[CH:22][C:21]=3[Cl:26])[CH2:17][O:16]2)=[CH:11][CH:10]=1.O.[CH3:29][N:30]1CCCC1=O>>[N:5]1([CH2:17][C:15]([C:12]2[CH:13]=[CH:14][C:9]([Cl:8])=[CH:10][CH:11]=2)([OH:16])[C:18]([CH3:27])=[CH:19][C:20]2[CH:25]=[CH:24][CH:23]=[CH:22][C:21]=2[Cl:26])[CH:6]=[N:30][CH:29]=[N:4]1 |f:0.1|. Procedure details: 12 g of sodium hydroxide are added to a solution of 70 g of triazole in 300 ml of N-methylpyrrolidone and the mixture is heated for 30 minutes at 50° C. Thereafter, 73 g of 2-(4-chlorophenyl)-2-(1-methyl-2-[2-chlorophenyl]-ethenyl)-oxirane, dissolved in 100 ml of N-methylpyrrolidone, are slowly added dropwise at room temperature. The reaction mixture is stirred for 15 hours at room temperature after which 300 ml of water are added to the solution and the mixture is extracted several times by sha... As a reaction SMILES: [CH3:1][C:2]([C:3](=[O:4])[c:5]1[cH:6][cH:7][c:8]([O:9][CH2:10][C:11](=[O:12])[O:13][CH3:14])[cH:15][cH:16]1)([CH3:17])[Br:18].[CH3:31][C:32]#[N:33].[n:19]1[cH:20][cH:21][c:22]([N:25]2[CH2:26][CH2:27][NH:28][CH2:29][CH2:30]2)[cH:23][cH:24]1>>[CH3:1][C:2]([C:3](=[O:4])[c:5]1[cH:6][cH:7][c:8]([O:9][CH2:10][C:11](=[O:12])[O:13][CH3:14])[cH:15][cH:16]1)([CH3:17])[N:28]1[CH2:27][CH2:26][N:25]([c:22]2[cH:21][cH:20][n:19][cH:24][cH:23]2)[CH2:30][CH2:29]1. Starting materials: COC(=O)COc1ccc(C(=O)C(C)(C)Br)cc1, CC#N, c1cc(N2CCNCC2)ccn1. Product: COC(=O)COc1ccc(C(=O)C(C)(C)N2CCN(c3ccncc3)CC2)cc1.